This data is from the Open Reaction Database (ORD), a public repository of structured organic reaction records. The task is: describe an organic reaction: reactants, conditions, products, and yield The reactants are NC1=NC2=C(N1C1=CC(=CC=C1)C=1C=NN(C1NC(C)=O)C)C=CC=C2 (2-amino-1-[3-(5-acetamido-1-methyl-4-pyrazolyl)phenyl]benzimidazole), Cl (hydrochloric acid). Product: Cl.NC1=NC2=C(N1C1=CC(=CC=C1)C=1C=NN(C1N)C)C=CC=C2 (2-Amino-1-[3-(5-amino-1-methyl-4-pyrazolyl)phenyl]benzimidazole hydrochloride). Reported procedure: 2-Amino-1-[3-(5-amino-1-methyl-4-pyrazolyl)phenyl]benzimidazole hydrochloride was prepared from 2-amino-1-[3-(5-acetamido-1-methyl-4-pyrazolyl)phenyl]benzimidazole by hydrolysis with 25% refluxing hydrochloric acid. mp 190°-193° C. Reaction SMILES: [NH2:1][C:2]1[N:6]([C:7]2[CH:12]=[CH:11][CH:10]=[C:9]([C:13]3[CH:14]=[N:15][N:16]([CH3:22])[C:17]=3[NH:18]C(=O)C)[CH:8]=2)[C:5]2[CH:23]=[CH:24][CH:25]=[CH:26][C:4]=2[N:3]=1.[ClH:27]>>[ClH:27].[NH2:1][C:2]1[N:6]([C:7]2[CH:12]=[CH:11][CH:10]=[C:9]([C:13]3[CH:14]=[N:15][N:16]([CH3:22])[C:17]=3[NH2:18])[CH:8]=2)[C:5]2[CH:23]=[CH:24][CH:25]=[CH:26][C:4]=2[N:3]=1 |f:2.3|. Reactants: FC(CNC(=O)NC=1C=C(C=CC1)N1C=NC2=C1C=CC(=C2)C=2C=C(C(=O)O)C=CC2)(F)F (3-{1-[3-({[(2,2,2-trifluoroethyl)amino]-carbonyl}amino)-phenyl]-1H-benzimidazol-5-yl}benzoic acid), O1C(CCC1)CN (2-tetrahydrofuranmethanamine). Yields the product O1C(CCC1)CNC(C1=CC(=CC=C1)C1=CC2=C(N(C=N2)C2=CC(=CC=C2)NC(=O)NCC(F)(F)F)C=C1)=O (N-(Tetrahydrofuran-2-ylmethyl)-3-{1-[3-({[(2,2,2-trifluoroethyl)amino]carbonyl}amino)phenyl]-1H-benzimidazol-5-yl}benzamide). As a reaction SMILES: [F:1][C:2]([F:33])([F:32])[CH2:3][NH:4][C:5]([NH:7][C:8]1[CH:9]=[C:10]([N:14]2[C:18]3[CH:19]=[CH:20][C:21]([C:23]4[CH:24]=[C:25]([CH:29]=[CH:30][CH:31]=4)[C:26]([OH:28])=O)=[CH:22][C:17]=3[N:16]=[CH:15]2)[CH:11]=[CH:12][CH:13]=1)=[O:6].[O:34]1[CH2:38][CH2:37][CH2:36][CH:35]1[CH2:39][NH2:40]>>[O:34]1[CH2:38][CH2:37][CH2:36][CH:35]1[CH2:39][NH:40][C:26](=[O:28])[C:25]1[CH:29]=[CH:30][CH:31]=[C:23]([C:21]2[CH:20]=[CH:19][C:18]3[N:14]([C:10]4[CH:11]=[CH:12][CH:13]=[C:8]([NH:7][C:5]([NH:4][CH2:3][C:2]([F:33])([F:1])[F:32])=[O:6])[CH:9]=4)[CH:15]=[N:16][C:17]=3[CH:22]=2)[CH:24]=1. Procedure: This compound was prepared by using procedures analogous to those described for the synthesis of Example 1 starting from 3-{1-[3-({[(2,2,2-trifluoroethyl)amino]-carbonyl}amino)-phenyl]-1H-benzimidazol-5-yl}benzoic acid and 2-tetrahydrofuranmethanamine, (Aldrich, Cat. No. 131911). LCMS (M+H)+: m/z=538.3. The reactants are O (Water), CI (methyl iodide), C([O-])([O-])=O.[K+].[K+] (potassium carbonate), O1CCC2=C1C=CC(=C2)CN2C(C1=CC=C(C=C1C(=C2C(=O)O)C2=CC=CC=C2)F)=O (2-(2,3-Dihydrobenzofuran-5-ylmethyl)-6-fluoro-1-oxo-4-phenyl-1,2-dihydroisoquinoline-3-carboxylic acid). Run in CN(C)C=O (DMF). Conditions: time 12 hour. Product: COC(=O)C=1N(C(C2=CC=C(C=C2C1C1=CC=CC=C1)F)=O)CC=1C=CC2=C(CCO2)C1 (2-(2,3-dihydrobenzofuran-5-ylmethyl)-6-fluoro-1-oxo-4-phenyl-1,2-dihydroisoquinoline-3-carboxylic acid methyl ester). The yield is 60.5%. RXN SMILES: [O:1]1[C:5]2[CH:6]=[CH:7][C:8]([CH2:10][N:11]3[C:20]([C:21]([OH:23])=[O:22])=[C:19]([C:24]4[CH:29]=[CH:28][CH:27]=[CH:26][CH:25]=4)[C:18]4[C:13](=[CH:14][CH:15]=[C:16]([F:30])[CH:17]=4)[C:12]3=[O:31])=[CH:9][C:4]=2[CH2:3][CH2:2]1.CI.[C:34](=O)([O-])[O-].[K+].[K+].O>CN(C=O)C>[CH3:34][O:22][C:21]([C:20]1[N:11]([CH2:10][C:8]2[CH:7]=[CH:6][C:5]3[O:1][CH2:2][CH2:3][C:4]=3[CH:9]=2)[C:12](=[O:31])[C:13]2[C:18]([C:19]=1[C:24]1[CH:25]=[CH:26][CH:27]=[CH:28][CH:29]=1)=[CH:17][C:16]([F:30])=[CH:15][CH:14]=2)=[O:23] |f:2.3.4|. Reported procedure: 2-(2,3-Dihydrobenzofuran-5-ylmethyl)-6-fluoro-1-oxo-4-phenyl-1,2-dihydroisoquinoline-3-carboxylic acid (800 mg) was dissolved in DMF (8 ml), and methyl iodide (0.24 ml) and potassium carbonate (530 mg) were added at room temperature. The mixture was stirred for 12 hrs. Water was added to the reaction mixture, and crystals were collected by filtration and washed with water. After drying the crystals, recrystallization (ethyl acetate) gave the title compound (500 mg). Starting materials: CNC, CCN(C(C)C)C(C)C, CCc1[nH]c(C(=O)NC2CCN(c3nc(C)c(C(=O)O)s3)CC2OC)nc1Cl, ClCCl, Cl, On1nnc2ccccc21. Product: CCc1[nH]c(C(=O)NC2CCN(c3nc(C)c(C(=O)N(C)C)s3)CC2OC)nc1Cl. As a reaction SMILES: [CH3:30][NH:31][CH3:32].[CH:43]([N:44]([CH:45]([CH3:46])[CH3:47])[CH2:48][CH3:49])([CH3:50])[CH3:51].[Cl:1][c:2]1[n:3][c:4]([C:9](=[O:10])[NH:11][CH:12]2[CH:13]([O:27][CH3:28])[CH2:14][N:15]([c:18]3[s:19][c:20]([C:24](=[O:25])[OH:26])[c:21]([CH3:23])[n:22]3)[CH2:16][CH2:17]2)[nH:5][c:6]1[CH2:7][CH3:8].[Cl:52][CH2:53][Cl:54].[ClH:29].[OH:33][n:34]1[c:35]2[c:36]([cH:37][cH:38][cH:39][cH:40]2)[n:41][n:42]1>>[Cl:1][c:2]1[n:3][c:4]([C:9](=[O:10])[NH:11][CH:12]2[CH:13]([O:27][CH3:28])[CH2:14][N:15]([c:18]3[s:19][c:20]([C:24](=[O:25])[N:31]([CH3:30])[CH3:32])[c:21]([CH3:23])[n:22]3)[CH2:16][CH2:17]2)[nH:5][c:6]1[CH2:7][CH3:8].